This data is from the Open Reaction Database (ORD), a public repository of structured organic reaction records. The task is: describe an organic reaction: reactants, conditions, products, and yield The reactants are COc1ccccc1NC(=O)c1ccc(Cl)c(Br)c1, [H-], CI, [Na+], CN(C)C=O. Yields the product COc1ccccc1N(C)C(=O)c1ccc(Cl)c(Br)c1. Reaction SMILES: [Br:1][c:2]1[cH:3][c:4]([C:5](=[O:6])[NH:7][c:8]2[c:9]([O:14][CH3:15])[cH:10][cH:11][cH:12][cH:13]2)[cH:16][cH:17][c:18]1[Cl:19].[H-:21].[I:22][CH3:23].[Na+:20].[O:24]=[CH:25][N:26]([CH3:27])[CH3:28]>>[Br:1][c:2]1[cH:3][c:4]([C:5](=[O:6])[N:7]([c:8]2[c:9]([O:14][CH3:15])[cH:10][cH:11][cH:12][cH:13]2)[CH3:23])[cH:16][cH:17][c:18]1[Cl:19]. Reactants: OC1=CC=C(C(=O)NC2=C(N=C(S2)NC2=CC3=CC=CC=C3C=C2)C(=O)N)C=C1 (5-(4-hydroxybenzamido)-2-(naphthalen-2-ylamino)thiazole-4-carboxamide), CN(C)C=O (DMF), C(=O)([O-])[O-].[K+].[K+] (K2CO3). Solvent: O (water). Run at temperature 80 celsius, time 16 hour. The product is OCCOC1=CC=C(C(=O)NC2=C(N=C(S2)NC2=CC3=CC=CC=C3C=C2)C(=O)N)C=C1 (5-[4-(2-hydroxyethoxy)benzamido]-2-(naphthalen-2-ylamino)thiazole-4-carboxamide). Isolated yield 18.0%. RXN SMILES: [OH:1][C:2]1[CH:29]=[CH:28][C:5]([C:6]([NH:8][C:9]2[S:13][C:12]([NH:14][C:15]3[CH:24]=[CH:23][C:22]4[C:17](=[CH:18][CH:19]=[CH:20][CH:21]=4)[CH:16]=3)=[N:11][C:10]=2[C:25]([NH2:27])=[O:26])=[O:7])=[CH:4][CH:3]=1.[C:30]([O-:33])([O-])=O.[K+].[K+].[CH3:36]N(C=O)C>O>[OH:33][CH2:30][CH2:36][O:1][C:2]1[CH:29]=[CH:28][C:5]([C:6]([NH:8][C:9]2[S:13][C:12]([NH:14][C:15]3[CH:24]=[CH:23][C:22]4[C:17](=[CH:18][CH:19]=[CH:20][CH:21]=4)[CH:16]=3)=[N:11][C:10]=2[C:25]([NH2:27])=[O:26])=[O:7])=[CH:4][CH:3]=1 |f:1.2.3|. Reported procedure: To a mixture of 5-(4-hydroxybenzamido)-2-(naphthalen-2-ylamino)thiazole-4-carboxamide (200 mg, 0.5 mmol) and 2-bromothanol (123 mg, 1.0 mmol) in DMF (10 mL) was added K2CO3 (136 mg, 1.0 mmol), and the mixture was stirred at 80° C. for 16 hrs. The reaction mixture was diluted with water and extracted with EtOAc. The organic layer was dried over Na2SO4 and concentrated in vacuo. The residue was purified by column chromatography eluted with 3.5% MeOH in DCM to give 40 mg (18% yield) of the titled c... Reactants: [H-].[Na+] (sodium hydride), [Cl-].[NH4+] (ammonium chloride), FC(C1=CC(=NC=C1)C=1NOC(N1)=O)(F)F (3-(4-trifluoromethylpyridin-2-yl)-1,2,4-oxadiazol-5-one), ClC1=C(C(=O)OCCl)C=CC=C1 (chloromethyl 2-chlorobenzoate). Solvent: CN(C=O)C (N,N-dimethylformamide). Reaction conditions: time 10 minute. The product is ClC1=C(C(=O)OCN2C(=NOC2=O)C2=NC=CC(=C2)C(F)(F)F)C=CC=C1 ([3-(4-trifluoromethylpyridin-2-yl)-1,2,4-oxadiazol-5-on-4-yl]methyl 2-chlorobenzoate). The yield is 13.5%. As a reaction SMILES: [H-].[Na+].[F:3][C:4]([F:18])([F:17])[C:5]1[CH:10]=[CH:9][N:8]=[C:7]([C:11]2[NH:12][O:13][C:14](=[O:16])[N:15]=2)[CH:6]=1.[Cl:19][C:20]1[CH:30]=[CH:29][CH:28]=[CH:27][C:21]=1[C:22]([O:24][CH2:25]Cl)=[O:23].[Cl-].[NH4+]>CN(C)C=O>[Cl:19][C:20]1[CH:30]=[CH:29][CH:28]=[CH:27][C:21]=1[C:22]([O:24][CH2:25][N:15]1[C:14](=[O:16])[O:13][N:12]=[C:11]1[C:7]1[CH:6]=[C:5]([C:4]([F:3])([F:17])[F:18])[CH:10]=[CH:9][N:8]=1)=[O:23] |f:0.1,4.5|. Procedure details: Into 2 ml of N,N-dimethylformamide was suspended 0.07 g of sodium hydride (60% oily), and 0.3 g of 3-(4-trifluoromethylpyridin-2-yl)-1,2,4-oxadiazol-5-one was added at room temperature. After stirring for 10 minutes, 0.5 g of chloromethyl 2-chlorobenzoate, and the mixture was stirred at 60° C. for 4 hours. The reaction solution was allowed to cool to room temperature, and poured into an aqueous saturated ammonium chloride solution, followed by extraction with ethyl acetate three times. The organ... Reactants: C([C@@H]1[C@H]([C@@H]([C@H](C(N1)O)O)O)O)O (nojirimycin), O (water). Product: O=C[C@H](O)[C@@H](O)[C@H](O)[C@H](O)CO (glucose). RXN SMILES: [CH2:1]([OH:12])[C@H:2]1N[CH:6]([OH:8])[C@H:5]([OH:9])[C@@H:4]([OH:10])[C@@H:3]1[OH:11].[OH2:13]>>[O:12]=[CH:1][C@@H:2]([C@H:3]([C@@H:4]([C@@H:5]([CH2:6][OH:8])[OH:9])[OH:10])[OH:11])[OH:13]. Procedure: A 300 g amount of nojirimycin was dissolved in 1.5 l of distilled water to which was added 80 g of deoxin-1, i.e., a crude powder of glucose oxidase with 10,000 units per mg which is produced by Penicillium amagasakiensis (produced by Nagase Sangyo Co./Japan). The pH of the reaction mixture was adjusted to 6.0 and then the reaction was conducted at 30°C in a 30 l jar fermenter with agitation at 300 r.p.m. under air-flowing conditions. After 65 hours of reaction, the reaction solution was passed ... Reactants: C(C)OC(=O)C1(CCN(CC1)CCCOC1=CC=CC=C1)S(=O)(=O)C1=CC=C(C=C1)OCCCC (4(4-n-Butoxy-benzenesulfonyl)-1-(3-phenoxy-propyl)-piperidine-4-carboxylic acid ethyl ester). Solvent: C1CCOC1.CO (THF Methanol), [OH-].[Na+] (NaOH). Yields the product C(CCC)OC1=CC=C(C=C1)S(=O)(=O)C1(CCN(CC1)CCCOC1=CC=CC=C1)C(=O)O (4-(4-n-Butoxy-benzenesulfonyl)-1-(3-phenoxy-propyl)-piperidine-4-carboxylic acid). Reaction SMILES: C([O:3][C:4]([C:6]1([S:22]([C:25]2[CH:30]=[CH:29][C:28]([O:31][CH2:32][CH2:33][CH2:34][CH3:35])=[CH:27][CH:26]=2)(=[O:24])=[O:23])[CH2:11][CH2:10][N:9]([CH2:12][CH2:13][CH2:14][O:15][C:16]2[CH:21]=[CH:20][CH:19]=[CH:18][CH:17]=2)[CH2:8][CH2:7]1)=[O:5])C>C1COCC1.CO.[OH-].[Na+]>[CH2:32]([O:31][C:28]1[CH:27]=[CH:26][C:25]([S:22]([C:6]2([C:4]([OH:5])=[O:3])[CH2:11][CH2:10][N:9]([CH2:12][CH2:13][CH2:14][O:15][C:16]3[CH:17]=[CH:18][CH:19]=[CH:20][CH:21]=3)[CH2:8][CH2:7]2)(=[O:24])=[O:23])=[CH:30][CH:29]=1)[CH2:33][CH2:34][CH3:35] |f:1.2,3.4|. Procedure details: 4-(4-n-Butoxy-benzenesulfonyl)-1-(3-phenoxy-propyl)-piperidine-4-carboxylic acid was prepared starting from 4(4-n-Butoxy-benzenesulfonyl)-1-(3-phenoxy-propyl)-piperidine-4-carboxylic acid ethyl ester (4.0 g, 7.9 mmol) dissolved in THF:Methanol 3:1 and 10 N NaOH (40 ml). The resulting reaction mixture was worked up as outlined in example 83. Yield 3.0 g (79%); off white powder, mp 191° C.; MS: 476.5 (M+H)+. Reactants: C1CCOC1, O=C(Cl)Cl, O=C(OC(Cl)(Cl)Cl)OC(Cl)(Cl)Cl, OCc1ccc(Cl)s1, C#CCCC(F)(F)C(=O)OC=C1SC(=O)NC1=O. Yields the product C#CCCC(F)(F)C(=O)OC=C1SC(=O)N(C(=O)OCc2ccc(Cl)s2)C1=O. Reaction SMILES: [CH2:43]1[O:44][CH2:45][CH2:46][CH2:47]1.[Cl:19][C:20]([Cl:21])=[O:22].[Cl:23][C:24]([Cl:25])([O:26][C:27](=[O:28])[O:29][C:30]([Cl:31])([Cl:32])[Cl:33])[Cl:34].[Cl:35][c:36]1[cH:37][cH:38][c:39]([CH2:41][OH:42])[s:40]1.[F:1][C:2]([C:3](=[O:4])[O:5][CH:6]=[C:7]1[C:8](=[O:13])[NH:9][C:10](=[O:12])[S:11]1)([CH2:14][CH2:15][C:16]#[CH:17])[F:18]>>[F:1][C:2]([C:3](=[O:4])[O:5][CH:6]=[C:7]1[C:8](=[O:13])[N:9]([C:20](=[O:22])[O:42][CH2:41][c:39]2[cH:38][cH:37][c:36]([Cl:35])[s:40]2)[C:10](=[O:12])[S:11]1)([CH2:14][CH2:15][C:16]#[CH:17])[F:18]. Starting materials: Cl (hydrochloride), CN1C(=NC=C1)S (1-methyl-2-mercaptoimidazole), C(C(C)(C)C)(=O)OCCl (pivalyloxymethyl chloride). Solvent: C1CCOC1 (THF). Reaction conditions: time 8 hour. Yields the product CN1C(=NC=C1)SCOC(C(C)(C)C)=O (1-Methyl-2-pivalyloxymethylthioimidazole). The yield is 81.0%. RXN SMILES: [C:1]([O:7][CH2:8]Cl)(=[O:6])[C:2]([CH3:5])([CH3:4])[CH3:3].[CH3:10][N:11]1[CH:15]=[CH:14][N:13]=[C:12]1[SH:16].Cl>C1COCC1>[CH3:10][N:11]1[CH:15]=[CH:14][N:13]=[C:12]1[S:16][CH2:8][O:7][C:1](=[O:6])[C:2]([CH3:5])([CH3:4])[CH3:3]. Procedure details: To 1.53 g (0.01 mole) of pivalyloxymethyl chloride dissolved in 30 ml of THF was added 1.14 g (0.01 mole) of 1-methyl-2-mercaptoimidazole. The clear yellow solution that resulted was stirred at room temperature overnight. The solution was concentrated to give a glass which was triturated twice with 100 ml of ether. The suspension was filtered and the residue was dried to give 1.85 g (mp 128°-132°, 67% yield) of the desired product as its hydrochloride. IR (KBr) 2800-2200 cm-1 ; (broad, s) (N+H),...